Dataset: the Open Reaction Database (ORD), a public repository of structured organic reaction records. Task: describe an organic reaction: reactants, conditions, products, and yield Reactants: BrC1=CC=C(CC=2OC(=C(C2C(=O)C2=CC(=C(C=C2)O)C2CCCC2)C)C)C=C1 ([2-(4-bromo-benzyl)-4,5-dimethyl-furan-3-yl]-(3-cyclopentyl-4-hydroxy-phenyl)-methanone), ClS(=O)(=O)C1=CC(=C(C(=O)O)C=C1)O (4-chorosulphonyl-2-hydroxybenzoic acid). Yields the product BrC1=CC=C(CC=2OC(=C(C2C(=O)C2=CC(=C(OS(=O)(=O)C3=CC(=C(C(=O)O)C=C3)O)C=C2)C2CCCC2)C)C)C=C1 (4-{4-[2-(4-Bromo-benzyl)-4,5-dimethyl-furan-3-carbonyl]-2-cyclopentyl-phenoxysulfonyl}-2-hydroxy-benzoic acid). Yield: 75.5%. Reaction SMILES: [Br:1][C:2]1[CH:29]=[CH:28][C:5]([CH2:6][C:7]2[O:8][C:9]([CH3:27])=[C:10]([CH3:26])[C:11]=2[C:12]([C:14]2[CH:19]=[CH:18][C:17]([OH:20])=[C:16]([CH:21]3[CH2:25][CH2:24][CH2:23][CH2:22]3)[CH:15]=2)=[O:13])=[CH:4][CH:3]=1.Cl[S:31]([C:34]1[CH:42]=[CH:41][C:37]([C:38]([OH:40])=[O:39])=[C:36]([OH:43])[CH:35]=1)(=[O:33])=[O:32]>>[Br:1][C:2]1[CH:29]=[CH:28][C:5]([CH2:6][C:7]2[O:8][C:9]([CH3:27])=[C:10]([CH3:26])[C:11]=2[C:12]([C:14]2[CH:19]=[CH:18][C:17]([O:20][S:31]([C:34]3[CH:42]=[CH:41][C:37]([C:38]([OH:40])=[O:39])=[C:36]([OH:43])[CH:35]=3)(=[O:33])=[O:32])=[C:16]([CH:21]3[CH2:25][CH2:24][CH2:23][CH2:22]3)[CH:15]=2)=[O:13])=[CH:4][CH:3]=1. Procedure details: The title compound was prepared according to the procedure in Example 4 using [2-(4-bromo-benzyl)-4,5-dimethyl-furan-3-yl]-(3-cyclopentyl-4-hydroxy-phenyl)-methanone (0.203 g, 0.448 mmol) and 4-chorosulphonyl-2-hydroxybenzoic acid (0.319 g,1.34 mmol). Purification on Dynamax C18 (85% CH3CN/H2O) gave 0.221 g (49%) of the title compound as a brown solid, mp 188-192° C. 1H NMR (DMSO-d6) δ1.26-1.32 (m, 2H), 1.49-1.57 (m, 2H), 1.64-1.74 (m, 4H), 1.77 (s, 3H), 2.18 (s, 3H), 2.96 (quintet, 1H), 3,79 (s... Starting materials: COC(=O)C1=CSC=C1NC(COC1=CC=C(C=C1)C1=CC=CC=C1)=O (4-[2-(biphenyl-4-yloxy)-acetylamino]-thiophene-3-carboxylic acid methyl ester), [OH-].[Na+] (sodium hydroxide). The solvent is C(C)O (ethanol). Reaction conditions: time 30 hour. Yields the product C1(=CC=C(C=C1)OCC(=O)NC=1C(=CSC1)C(=O)O)C1=CC=CC=C1 (4-[2-(Biphenyl-4-yloxy)-acetylamino]-thiophene-3-carboxylic acid). Isolated yield 104.9%. RXN SMILES: C[O:2][C:3]([C:5]1[C:9]([NH:10][C:11](=[O:26])[CH2:12][O:13][C:14]2[CH:19]=[CH:18][C:17]([C:20]3[CH:25]=[CH:24][CH:23]=[CH:22][CH:21]=3)=[CH:16][CH:15]=2)=[CH:8][S:7][CH:6]=1)=[O:4].[OH-].[Na+]>C(O)C>[C:17]1([C:20]2[CH:25]=[CH:24][CH:23]=[CH:22][CH:21]=2)[CH:16]=[CH:15][C:14]([O:13][CH2:12][C:11]([NH:10][C:9]2[C:5]([C:3]([OH:4])=[O:2])=[CH:6][S:7][CH:8]=2)=[O:26])=[CH:19][CH:18]=1 |f:1.2|. Procedure details: To 4-[2-(biphenyl-4-yloxy)-acetylamino]-thiophene-3-carboxylic acid methyl ester (100 mg, 0.259 mmol) in ethanol (6 mL) was added a solution of sodium hydroxide (1N, 0.41 mL, 0.41 mmol) and the reaction was stirred at room temperature for 30 hours. After such time the reaction mixture was filtered through glass wool and the filtrate was then neutralized by addition of a solution of hydrochloric acid (1N, 0.39 mL). The precipitate was filtered, washed with water and dried in vacuo to yield the ti... Reactants: FCCN(C(=O)NCCOC(=O)C=1C=NC=CC1)N=O (N-(2-Fluoroethyl)-N'-[2-(3-pyridinecarbonyloxy)ethyl]-N-nitrosourea), CI (methyl iodide), O1CCCC1 (tetrahydrofuran). Run at temperature 50 celsius, time 4 hour. Yields the product [I-].FCCN(C(=O)NCCOC(=O)C1N(C=CC=[CH2+]1)C)N=O (N-(2-Fluoroethyl)-N'-[2-(1-methyl-3-pyridiniumcarbonyloxy)ethyl]-N-nitrosourea iodide). As a reaction SMILES: [F:1][CH2:2][CH2:3][N:4]([N:19]=[O:20])[C:5]([NH:7][CH2:8][CH2:9][O:10]C(C1C=NC=CC=1)=O)=[O:6].C[I:22].[O:23]1[CH2:27][CH2:26][CH2:25][CH2:24]1>>[I-:22].[F:1][CH2:2][CH2:3][N:4]([N:19]=[O:20])[C:5]([NH:7][CH2:8][CH2:9][O:10][C:27]([CH:26]1[CH2+:25]=[CH:24][CH:2]=[CH:3][N:4]1[CH3:5])=[O:23])=[O:6] |f:3.4|. Reported procedure: A solution of the product of Example 125 (1.56 g, 5.4 mmol) in 40 mL of tetrahydrofuran was treated with excess methyl iodide. The mixture was stirred at 50° C. for 4 hours. The finely crystalline, yellow solid thus obtained (2.20 g, 94.1%) melted at 123°-125° C. and had the structural formula ##STR155## The reactants are CO, CCOC(=O)Cc1nc(-c2ccc(Cl)cc2)sc1Sc1ccccc1, [K+], [OH-]. Yields the product O=C(O)Cc1nc(-c2ccc(Cl)cc2)sc1Sc1ccccc1. Reaction SMILES: [CH3:28][OH:29].[Cl:1][c:2]1[cH:3][cH:4][c:5](-[c:8]2[s:9][c:10]([S:19][c:20]3[cH:21][cH:22][cH:23][cH:24][cH:25]3)[c:11]([CH2:13][C:14](=[O:15])[O:16][CH2:17][CH3:18])[n:12]2)[cH:6][cH:7]1.[K+:27].[OH-:26]>>[Cl:1][c:2]1[cH:3][cH:4][c:5](-[c:8]2[s:9][c:10]([S:19][c:20]3[cH:21][cH:22][cH:23][cH:24][cH:25]3)[c:11]([CH2:13][C:14](=[O:15])[OH:16])[n:12]2)[cH:6][cH:7]1. Reactants: NC=1C(NC=2CCC3=C(C2C1)C=CC=C3)=O (2-amino-5,6-dihydrobenzo[f]quinolin-3(4H)-one), N1=CC=CC=C1 (pyridine), C(C)(=O)Cl (acetyl chloride). The solvent is C(Cl)(Cl)Cl (chloroform). The product is C(C)(=O)NC=1C(NC=2CCC3=C(C2C1)C=CC=C3)=O (2-(N-acetylamino)-5,6-dihydrobenzo[f]quinolin-3(4H)-one). Reaction SMILES: [NH2:1][C:2]1[C:3](=[O:16])[NH:4][C:5]2[CH2:6][CH2:7][C:8]3[CH:15]=[CH:14][CH:13]=[CH:12][C:9]=3[C:10]=2[CH:11]=1.N1C=CC=CC=1.[C:23](Cl)(=[O:25])[CH3:24]>C(Cl)(Cl)Cl>[C:23]([NH:1][C:2]1[C:3](=[O:16])[NH:4][C:5]2[CH2:6][CH2:7][C:8]3[CH:15]=[CH:14][CH:13]=[CH:12][C:9]=3[C:10]=2[CH:11]=1)(=[O:25])[CH3:24]. Procedure details: To 2.0 gm of 2-amino-5,6-dihydrobenzo[f]quinolin-3(4H)-one, in 100 ml of chloroform containing 1 ml of pyridine add 0.80 gm of acetyl chloride. Stir the reaction at room temperature for 5 hours. Filter and wash the solution with water. Remove the solvent by stripping to give the title compound. Starting materials: C(C)O (ethanol), C(C)(=O)OC12CC3CC(CC(C1)C3)C2 (1-acetoxyadamantane), S(O)(O)(=O)=O (sulfuric acid), C1(=CC=CC2=CC=CC=C12)O (1-naphthol). The solvent is C1CCCCC1 (cyclohexane), C1CCCCC1 (cyclohexane). The product is C12(CC3CC(CC(C1)C3)C2)C2=C(C3=CC=CC=C3C=C2)O (2-(1-adamantyl)1-hydroxynaphthalene). Yield: 20.7%. As a reaction SMILES: C(O[C:5]12[CH2:14][CH:9]3[CH2:10][CH:11]([CH2:13][CH:7]([CH2:8]3)[CH2:6]1)[CH2:12]2)(=O)C.S(=O)(=O)(O)O.[C:20]1([OH:30])[C:29]2[C:24](=[CH:25][CH:26]=[CH:27][CH:28]=2)[CH:23]=[CH:22][CH:21]=1.C(O)C>C1CCCCC1>[C:5]12([C:21]3[CH:22]=[CH:23][C:24]4[C:29](=[CH:28][CH:27]=[CH:26][CH:25]=4)[C:20]=3[OH:30])[CH2:14][CH:9]3[CH2:10][CH:11]([CH2:13][CH:7]([CH2:8]3)[CH2:6]1)[CH2:12]2. Procedure details: A three-necked 100 ml flask is charged with 2.7 g of 1-acetoxyadamantane and 5 ml of cyclohexane in a nitrogen atmosphere. After complete dissolution, there are introduced 1.4 g of concentrated sulfuric acid. In a single portion there is added a suspension of 2 g of 1-naphthol in 15 ml of cyclohexane and one agitates for 45 minutes. 20 ml of ethanol are added and the mixture is filtered. One washes the residue with ethanol and with water and dries on the filter. After recrystallization with cycl... The reactants are C[O-], CO, N#CN1CCC(c2n[nH]c3cc(Cl)ccc23)CC1, [Na+]. Yields the product COC(=N)N1CCC(c2n[nH]c3cc(Cl)ccc23)CC1. As a reaction SMILES: [CH3:19][O-:20].[CH3:22][OH:23].[Cl:1][c:2]1[cH:3][cH:4][c:5]2[c:6]([CH:11]3[CH2:12][CH2:13][N:14]([C:17]#[N:18])[CH2:15][CH2:16]3)[n:7][nH:8][c:9]2[cH:10]1.[Na+:21]>>[Cl:1][c:2]1[cH:3][cH:4][c:5]2[c:6]([CH:11]3[CH2:12][CH2:13][N:14]([C:17](=[NH:18])[O:20][CH3:19])[CH2:15][CH2:16]3)[n:7][nH:8][c:9]2[cH:10]1. The reactants are IC1=NNC2=CC=CC=C12 (3-iodoindazole), O1C(OCCC1)C1=NC(=CC=C1)[Sn](C)(C)C (2-(1,3-dioxan-2-yl)-6-trimethylstannylpyridine). Reagents/catalysts: C=1C=CC(=CC1)[P](C=2C=CC=CC2)(C=3C=CC=CC3)[Pd]([P](C=4C=CC=CC4)(C=5C=CC=CC5)C=6C=CC=CC6)([P](C=7C=CC=CC7)(C=8C=CC=CC8)C=9C=CC=CC9)[P](C=1C=CC=CC1)(C=1C=CC=CC1)C=1C=CC=CC1 (Pd(PPh3)4). Solvent: CN(C)C=O (DMF). Reaction conditions: time 15 minute. The product is O1C(OCCC1)C1=CC=CC(=N1)C1=NNC2=CC=CC=C12 (3-(6-(1,3-Dioxan-2-yl)-2-pyridyl)indazole). Reaction SMILES: I[C:2]1[C:10]2[C:5](=[CH:6][CH:7]=[CH:8][CH:9]=2)[NH:4][N:3]=1.[O:11]1[CH2:16][CH2:15][CH2:14][O:13][CH:12]1[C:17]1[CH:22]=[CH:21][CH:20]=[C:19]([Sn](C)(C)C)[N:18]=1>CN(C=O)C.C1C=CC([P]([Pd]([P](C2C=CC=CC=2)(C2C=CC=CC=2)C2C=CC=CC=2)([P](C2C=CC=CC=2)(C2C=CC=CC=2)C2C=CC=CC=2)[P](C2C=CC=CC=2)(C2C=CC=CC=2)C2C=CC=CC=2)(C2C=CC=CC=2)C2C=CC=CC=2)=CC=1>[O:11]1[CH2:16][CH2:15][CH2:14][O:13][CH:12]1[C:17]1[N:18]=[C:19]([C:2]2[C:10]3[C:5](=[CH:6][CH:7]=[CH:8][CH:9]=3)[NH:4][N:3]=2)[CH:20]=[CH:21][CH:22]=1 |^1:35,37,56,75|. Procedure details: 60 mg of Pd(PPh3)4 are added to 0.82 g (3.35 mmol) of 3-iodoindazole in 10 ml of DMF at room temperature under argon, and the mixture is stirred for 15 minutes. 1.1 g (3.35 mmol) of 2-(1,3-dioxan-2-yl)-6-trimethylstannylpyridine are added and the mixture is stirred at 100° C. for 4 hours. It is then evaporated in vacuo and the residue is chromatographed over silica gel. 300 mg (32% of theory) of an oil are obtained. Starting materials: Cl.C(C)(C)(C)SCCN1C(SC2=C1C=CC(=C2)OC(F)(F)F)=N (3-(2-tert-Butylthioethyl)-2-imino-6-trifluoromethoxybenzothiazoline hydrochloride), Br (hydrobromic acid). The product is Br.Br.N=C1SC2=C(N1CCSSCCN1C(SC3=C1C=CC(=C3)OC(F)(F)F)=N)C=CC(=C2)OC(F)(F)F (Bis[2-(2-imino-6-tri-fluoromethoxy-3-benzothiazolinyl)ethyl]disulphide dihydrobromide). Reaction SMILES: Cl.C([S:6][CH2:7][CH2:8][N:9]1[C:13]2[CH:14]=[CH:15][C:16]([O:18][C:19]([F:22])([F:21])[F:20])=[CH:17][C:12]=2[S:11][C:10]1=[NH:23])(C)(C)C.[BrH:24]>>[BrH:24].[BrH:24].[NH:23]=[C:10]1[N:9]([CH2:8][CH2:7][S:6][S:6][CH2:7][CH2:8][N:9]2[C:13]3[CH:14]=[CH:15][C:16]([O:18][C:19]([F:20])([F:21])[F:22])=[CH:17][C:12]=3[S:11][C:10]2=[NH:23])[C:13]2[CH:14]=[CH:15][C:16]([O:18][C:19]([F:22])([F:20])[F:21])=[CH:17][C:12]=2[S:11]1 |f:0.1,3.4.5|. Reported procedure: 3-(2-tert-Butylthioethyl)-2-imino-6-trifluoromethoxybenzothiazoline hydrochloride (16.8 g) and 48% strength hydrobromic acid (500 cc) are heated to 120° C. for 18 hours. The precipitate formed is filtered off and washed with distilled water (2×50 cc) and then with ethyl ether (2×50 cc). Bis[2-(2-imino-6-tri-fluoromethoxy-3-benzothiazolinyl)ethyl]disulphide dihydrobromide (10.0 g), m.p. above 260° C., is obtained. The reactants are CN(C)C=O, Cc1ccccc1, COc1ccc(C(=O)O)cc1SC(C)C, O=S(Cl)Cl. The product is COc1ccc(C(=O)Cl)cc1SC(C)C. RXN SMILES: [CH3:16][N:17]([CH3:18])[CH:19]=[O:20].[CH3:25][c:26]1[cH:27][cH:28][cH:29][cH:30][cH:31]1.[CH:1]([CH3:2])([CH3:3])[S:4][c:5]1[cH:6][c:7]([C:8](=[O:9])[OH:10])[cH:11][cH:12][c:13]1[O:14][CH3:15].[S:21]([Cl:22])([Cl:23])=[O:24]>>[CH:1]([CH3:2])([CH3:3])[S:4][c:5]1[cH:6][c:7]([C:8](=[O:9])[Cl:23])[cH:11][cH:12][c:13]1[O:14][CH3:15].